The task is: describe an organic reaction: reactants, conditions, products, and yield. This data is from the Open Reaction Database (ORD), a public repository of structured organic reaction records. The reactants are C(C1=CC=CC=C1)(=O)OOC(C1=CC=CC=C1)=O (benzoylperoxide), C(C)(C)(C)[Si](OC1=C(C=CC=C1)C)(C)C (tert-Butyl-dimethyl-o-tolyloxy-silane), BrN1C(CCC1=O)=O (N-bromosuccinimide). Run in C(Cl)(Cl)(Cl)Cl (CCl4). The product is BrCC1=C(O[Si](C)(C)C(C)(C)C)C=CC=C1 ((2-Bromomethyl-phenoxy)-tert-butyl-dimethyl-silane). Reaction SMILES: C(OOC(=O)C1C=CC=CC=1)(=O)C1C=CC=CC=1.[C:19]([Si:23]([CH3:33])([CH3:32])[O:24][C:25]1[CH:30]=[CH:29][CH:28]=[CH:27][C:26]=1[CH3:31])([CH3:22])([CH3:21])[CH3:20].[Br:34]N1C(=O)CCC1=O>C(Cl)(Cl)(Cl)Cl>[Br:34][CH2:31][C:26]1[CH:27]=[CH:28][CH:29]=[CH:30][C:25]=1[O:24][Si:23]([C:19]([CH3:22])([CH3:21])[CH3:20])([CH3:33])[CH3:32]. Reported procedure: A catalytic amount of benzoylperoxide (0.5 g) was added to a refluxing solution of an equimolar mixture of Example 1d (30 g, 0.134 mol) and N-bromosuccinimide (24 g, 0.134 mol) in dry CCl4 (175 mL) for 1.5 h. The reaction mixture was filtered, concentrated and purified using flash chromatography (silica gel, PE60-80° C.) to obtain the title compound as an oil. Yield: 36 g, (90%); 1H NMR (CDCl3): δ 0.30 (s, 6H, 2CH3), 1.10 (s, 9H, 3CH3), 4.5 (s, 2H, CH2), 6.8-7.5 (m, 4H, Ar). Solvent: CN(C=O)C (dimethylformamide). Product: CC(CN1C(C(N=C(C2=C1C=CC=C2)C(C)C)NC(=O)OCC2=CC=CC=C2)=O)C (1,3-dihydro-1-(2-methylpropyl)-5-(2-propyl) -3(R,S)-[(benzyloxycarbonyl)-amino]-2H-1,4-benzodiazepin-2-one). Starting materials: CC(C)C1=NC(C(NC2=C1C=CC=C2)=O)NC(=O)OCC2=CC=CC=C2 (1,3-dihydro-5-(2-propyl)-3(R,S)-[(benzyloxycarbonyl)-amino]-2H-1,4-benzodiazepin-2-one), [H-].[Na+] (sodium hydride), CC(CI)C (2-methylpropyl iodide). Reported procedure: A solution of 1,3-dihydro-5-(2-propyl)-3(R,S)-[(benzyloxycarbonyl)-amino]-2H-1,4-benzodiazepin-2-one (500 mg, 1.42 mmol) in dimethylformamide (10 ml) under an atmosphere of nitrogen, was treated with sodium hydride (57 mg of a 57% dispersion in mineral oil, 1.42 mmol) in one portion at 0° C. After 1 h, 2-methylpropyl iodide (0.17 ml, 1.50 mmol) was added and the resulting mixture was stirred at room temperature for 16 h. The solvent was then evaporated and the crude residue partitioned between w... Reaction conditions: time 1 hour. As a reaction SMILES: [CH3:1][CH:2]([C:4]1[C:10]2[CH:11]=[CH:12][CH:13]=[CH:14][C:9]=2[NH:8][C:7](=[O:15])[CH:6]([NH:16][C:17]([O:19][CH2:20][C:21]2[CH:26]=[CH:25][CH:24]=[CH:23][CH:22]=2)=[O:18])[N:5]=1)[CH3:3].[H-].[Na+].[CH3:29][CH:30]([CH3:33])[CH2:31]I>CN(C)C=O>[CH3:29][CH:30]([CH3:33])[CH2:31][N:8]1[C:9]2[CH:14]=[CH:13][CH:12]=[CH:11][C:10]=2[C:4]([CH:2]([CH3:1])[CH3:3])=[N:5][CH:6]([NH:16][C:17]([O:19][CH2:20][C:21]2[CH:26]=[CH:25][CH:24]=[CH:23][CH:22]=2)=[O:18])[C:7]1=[O:15] |f:1.2|. Isolated yield 91.6%. Starting materials: CC(C)(C)Cl, CC(C)(C)[Mg+], CC(=O)[CH-]C(C)=O, COCCOC, [Cl-], [Cu+2], I, [Mg], Cl[Si](Cl)(c1ccccc1)c1ccccc1. The product is CC(C)(C)[Si](Cl)(c1ccccc1)c1ccccc1. RXN SMILES: [C:3]([CH3:4])([CH3:5])([CH3:6])[Cl:7].[C:9]([Mg+:10])([CH3:11])([CH3:12])[CH3:13].[CH-:30]([C:31](=[O:32])[CH3:33])[C:34](=[O:35])[CH3:36].[CH3:37][O:38][CH2:39][CH2:40][O:41][CH3:42].[Cl-:8].[Cu+2:29].[I:2].[Mg:1].[c:14]1([Si:20]([Cl:21])([Cl:22])[c:23]2[cH:24][cH:25][cH:26][cH:27][cH:28]2)[cH:15][cH:16][cH:17][cH:18][cH:19]1>>[C:3]([CH3:4])([CH3:5])([CH3:6])[Si:20]([c:14]1[cH:15][cH:16][cH:17][cH:18][cH:19]1)([Cl:21])[c:23]1[cH:24][cH:25][cH:26][cH:27][cH:28]1. Reactants: O=C(O)c1ccc(OCC2CC2)cn1, CC1(c2cc(N)ccc2F)N=C(N)OC2COCC21. Yields the product CC1(c2cc(NC(=O)c3ccc(OCC4CC4)cn3)ccc2F)N=C(N)OC2COCC21. Reaction SMILES: [CH:20]1([CH2:23][O:24][c:25]2[cH:26][cH:27][c:28]([C:31](=[O:32])[OH:33])[n:29][cH:30]2)[CH2:21][CH2:22]1.[NH2:1][c:2]1[cH:3][cH:4][c:5]([F:19])[c:6]([C:8]2([CH3:18])[N:9]=[C:10]([NH2:17])[O:11][CH:12]3[CH2:13][O:14][CH2:15][CH:16]23)[cH:7]1>>[NH:1]([c:2]1[cH:3][cH:4][c:5]([F:19])[c:6]([C:8]2([CH3:18])[N:9]=[C:10]([NH2:17])[O:11][CH:12]3[CH2:13][O:14][CH2:15][CH:16]23)[cH:7]1)[C:31]([c:28]1[cH:27][cH:26][c:25]([O:24][CH2:23][CH:20]2[CH2:21][CH2:22]2)[cH:30][n:29]1)=[O:32]. Reactants: CC1Cc2cc3c(cc2C(c2ccc([N+](=O)[O-])cc2)=NN1C(=S)Cl)OCO3, NN, C1CCOC1, O, O. The product is CC1Cc2cc3c(cc2C(c2ccc([N+](=O)[O-])cc2)=NN1C(=S)NN)OCO3. RXN SMILES: [CH3:1][CH:2]1[N:3]([C:25](=[S:26])[Cl:27])[N:4]=[C:5]([c:16]2[cH:17][cH:18][c:19]([N+:22](=[O:23])[O-:24])[cH:20][cH:21]2)[c:6]2[c:7]([cH:9][c:10]3[c:11]([cH:12]2)[O:13][CH2:14][O:15]3)[CH2:8]1.[NH2:29][NH2:30].[O:32]1[CH2:33][CH2:34][CH2:35][CH2:36]1.[OH2:28].[OH2:31]>>[CH3:1][CH:2]1[N:3]([C:25](=[S:26])[NH:29][NH2:30])[N:4]=[C:5]([c:16]2[cH:17][cH:18][c:19]([N+:22](=[O:23])[O-:24])[cH:20][cH:21]2)[c:6]2[c:7]([cH:9][c:10]3[c:11]([cH:12]2)[O:13][CH2:14][O:15]3)[CH2:8]1. Starting materials: C(C1=CC=CC=C1)OC(C[C@H](C(=O)N[C@@H](C(C)(C)C)C(NC)=O)NC(=O)OC(C)(C)C)=O (3(R)-t-butyloxycarbonylamino-N-(2,2-dimethyl-1(S)-(methylcarbamoyl)propyl)succinamic acid benzyl ester), CC([C@@H](CO)NC([C@@H](CC(=O)O)N1C=C(C=C1)C1=CC=C(C=C1)C1=CC=NC=C1)=O)(C)C (N-(2,2-dimethyl-1(S)-hydroxymethyl-propyl)-3(R)-[3-[4-(pyridin-4-yl)phenyl]-1H-pyrrol-1-yl]succinamic acid), O([Si](C1=CC=CC=C1)(C1=CC=CC=C1)C(C)(C)C)N (t-butyldiphenylsiloxyamine), CN(C)C(=[N+](C)C)ON1C2=C(C=CC=C2)N=N1.[B-](F)(F)(F)F (TBTU). Solvent: CO.C(Cl)Cl (MeOH CH2Cl2). The product is O([Si](C1=CC=CC=C1)(C1=CC=CC=C1)C(C)(C)C)NC([C@@H](CC(=O)N[C@@H](C(C)(C)C)CO)N1C=C(C=C1)C1=CC=C(C=C1)C1=CC=NC=C1)=O (N1-t-butyldiphenylsiloxy-N4-[2,2-Dimethyl-1(S)-(hydroxymethyl)propyl]-2(R)-[3-[4-(pyridin-4-yl)phenyl]-1H-pyrrol-1-yl]succinamide). The yield is 43.0%. Reaction SMILES: C([O:8][C:9](=O)[CH2:10][C@@H:11](NC(OC(C)(C)C)=O)[C:12]([NH:14][C@H:15]([C:20](=[O:23])NC)[C:16]([CH3:19])([CH3:18])[CH3:17])=[O:13])C1C=CC=CC=1.CC(C)(C)[C@H](NC(=O)[C@H]([N:45]1[CH:49]=[CH:48][C:47]([C:50]2[CH:55]=[CH:54][C:53]([C:56]3[CH:61]=[CH:60][N:59]=[CH:58][CH:57]=3)=[CH:52][CH:51]=2)=[CH:46]1)CC(O)=O)CO.[O:65]([NH2:83])[Si:66]([C:79]([CH3:82])([CH3:81])[CH3:80])([C:73]1[CH:78]=[CH:77][CH:76]=[CH:75][CH:74]=1)[C:67]1[CH:72]=[CH:71][CH:70]=[CH:69][CH:68]=1.CN(C(ON1N=NC2C=CC=CC1=2)=[N+](C)C)C.[B-](F)(F)(F)F>CO.C(Cl)Cl>[O:65]([NH:83][C:9](=[O:8])[C@H:10]([N:45]1[CH:49]=[CH:48][C:47]([C:50]2[CH:55]=[CH:54][C:53]([C:56]3[CH:57]=[CH:58][N:59]=[CH:60][CH:61]=3)=[CH:52][CH:51]=2)=[CH:46]1)[CH2:11][C:12]([NH:14][C@H:15]([CH2:20][OH:23])[C:16]([CH3:18])([CH3:19])[CH3:17])=[O:13])[Si:66]([C:79]([CH3:80])([CH3:82])[CH3:81])([C:73]1[CH:74]=[CH:75][CH:76]=[CH:77][CH:78]=1)[C:67]1[CH:72]=[CH:71][CH:70]=[CH:69][CH:68]=1 |f:3.4,5.6|. Procedure details: According to the procedure described in Example 1(b) for the preparation of 3(R)-t-butyloxycarbonylamino-N-(2,2-dimethyl-1(S)-(methylcarbamoyl)propyl)succinamic acid benzyl ester, N-(2,2-dimethyl-1(S)-hydroxymethyl-propyl)-3(R)-[3-[4-(pyridin-4-yl)phenyl]-1H-pyrrol-1-yl]succinamic acid (prepared as described in Example 5(a)) and t-butyldiphenylsiloxyamine were coupled with TBTU. Flash column chromatography with 0-5% MeOH/CH2Cl2 gradient eluant furnished in 43% yield N1-t-butyldiphenylsiloxy-N4-[... Reactants: ClC=1N(C2=NC(=NC(=C2N1)N1CCOCC1)C=1C=NC(=NC1)N)CC1COCC1 (5-[8-chloro-6-morpholin-4-yl-9-(tetrahydrofuran-3-ylmethyl)-9H-purin-2-yl]pyrimidin-2-amine), S(=O)(=O)(C)N1CCNCC1 (N-mesylpiperazine). The solvent is CS(=O)C (Dimethyl sulfoxide). Reaction conditions: temperature 150 celsius, time 3 hour. Product: CS(=O)(=O)N1CCN(CC1)C=1N(C2=NC(=NC(=C2N1)N1CCOCC1)C=1C=NC(=NC1)N)CC1COCC1 (5-{8-[4-(Methylsulfonyl)piperazin-1-yl]-6-morpholin-4-yl-9-(tetrahydrofuran-3-ylmethyl)-9H-purin-2-yl}pyrimidin-2-amine). The yield is 38.3%. RXN SMILES: Cl[C:2]1[N:3]([CH2:24][CH:25]2[CH2:29][CH2:28][O:27][CH2:26]2)[C:4]2[C:9]([N:10]=1)=[C:8]([N:11]1[CH2:16][CH2:15][O:14][CH2:13][CH2:12]1)[N:7]=[C:6]([C:17]1[CH:18]=[N:19][C:20]([NH2:23])=[N:21][CH:22]=1)[N:5]=2.[S:30]([N:34]1[CH2:39][CH2:38][NH:37][CH2:36][CH2:35]1)([CH3:33])(=[O:32])=[O:31]>CS(C)=O>[CH3:33][S:30]([N:34]1[CH2:39][CH2:38][N:37]([C:2]2[N:3]([CH2:24][CH:25]3[CH2:29][CH2:28][O:27][CH2:26]3)[C:4]3[C:9]([N:10]=2)=[C:8]([N:11]2[CH2:12][CH2:13][O:14][CH2:15][CH2:16]2)[N:7]=[C:6]([C:17]2[CH:22]=[N:21][C:20]([NH2:23])=[N:19][CH:18]=2)[N:5]=3)[CH2:36][CH2:35]1)(=[O:32])=[O:31]. Reported procedure: Dimethyl sulfoxide (1 ml) was added to a mixture of 5-[8-chloro-6-morpholin-4-yl-9-(tetrahydrofuran-3-ylmethyl)-9H-purin-2-yl]pyrimidin-2-amine (100 mg, 0.24 mmol) and N-mesylpiperazine (118 mg, 0.72 mmol) and the resulting mixture was stirred at 150° C. for 3 hours. The reaction mixture was cooled and then partitioned with chloroform and water, and the organic layer was washed with water again and then dried over magnesium sulfate. The solvent was evaporated under reduced pressure and then the ...